This data is from the Open Reaction Database (ORD), a public repository of structured organic reaction records. The task is: describe an organic reaction: reactants, conditions, products, and yield The reactants are C(C)(C)(C)OC(=O)N([C@H](C)C1=CC=CC2=CC=CC=C12)CC1C(CN(CC1)C=1C=C(C(=O)O)C=CC1)C1=CC=CC=C1 (3-[4-({(tert-butoxycarbonyl)[(1R)-1-(1-naphthyl)ethyl]amino}methyl)-3-phenylpiperidin-1-yl]benzoic acid), Cl.O1CCOCC1 (hydrogen chloride 1,4-dioxane), Cl (hydrochloric acid). Run at time 2 hour. Product: Cl.C1(=CC=CC2=CC=CC=C12)[C@@H](C)NCC1C(CN(CC1)C=1C=C(C(=O)O)C=CC1)C1=CC=CC=C1 (3-[4-({[(1R)-1-(1-naphthyl)ethyl]amino}methyl)-3-phenylpiperidin-1-yl]benzoic acid hydrochloride). Reaction SMILES: C(OC([N:8]([CH2:21][CH:22]1[CH2:27][CH2:26][N:25]([C:28]2[CH:29]=[C:30]([CH:34]=[CH:35][CH:36]=2)[C:31]([OH:33])=[O:32])[CH2:24][CH:23]1[C:37]1[CH:42]=[CH:41][CH:40]=[CH:39][CH:38]=1)[C@@H:9]([C:11]1[C:20]2[C:15](=[CH:16][CH:17]=[CH:18][CH:19]=2)[CH:14]=[CH:13][CH:12]=1)[CH3:10])=O)(C)(C)C.[ClH:43].O1CCOCC1.Cl>>[ClH:43].[C:11]1([C@H:9]([NH:8][CH2:21][CH:22]2[CH2:27][CH2:26][N:25]([C:28]3[CH:29]=[C:30]([CH:34]=[CH:35][CH:36]=3)[C:31]([OH:33])=[O:32])[CH2:24][CH:23]2[C:37]2[CH:42]=[CH:41][CH:40]=[CH:39][CH:38]=2)[CH3:10])[C:20]2[C:15](=[CH:16][CH:17]=[CH:18][CH:19]=2)[CH:14]=[CH:13][CH:12]=1 |f:1.2,4.5|. Procedure details: To 99 mg of 3-[4-({(tert-butoxycarbonyl)[(1R)-1-(1-naphthyl)ethyl]amino}methyl)-3-phenylpiperidin-1-yl]benzoic acid was added 2.0 mL of a 4 M hydrogen chloride/1,4-dioxane solution of hydrochloric acid. After stirring at room temperature for 2 hours, the reaction mixture was concentrated under reduced pressure, and to the obtained residue were added THF and isopropanol, followed by solidification to obtain 76 mg of 3-[4-({[(1R)-1-(1-naphthyl)ethyl]amino}methyl)-3-phenylpiperidin-1-yl]benzoic aci... Starting materials: [OH-].[Na+] (NaOH), [H-].[Al+3].[Li+].[H-].[H-].[H-] (Lithium aluminum hydride), O1CCCC1 (tetrahydrofuran), NC(C)C1CC(N(C1)CC1=CC=CC=C1)=O (4-(1-Aminoethyl)-1-benzyl-2-oxopyrrolidine). Run in O (water), O (water). The product is NC(C)C1CN(CC1)CC1=CC=CC=C1 (3-(1-aminoethyl)-1-benzylpyrrolidine). As a reaction SMILES: [H-].[Al+3].[Li+].[H-].[H-].[H-].O1CCCC1.[NH2:12][CH:13]([CH:15]1[CH2:19][N:18]([CH2:20][C:21]2[CH:26]=[CH:25][CH:24]=[CH:23][CH:22]=2)[C:17](=O)[CH2:16]1)[CH3:14].[OH-].[Na+]>O>[NH2:12][CH:13]([CH:15]1[CH2:16][CH2:17][N:18]([CH2:20][C:21]2[CH:22]=[CH:23][CH:24]=[CH:25][CH:26]=2)[CH2:19]1)[CH3:14] |f:0.1.2.3.4.5,8.9|. Procedure details: Lithium aluminum hydride (0.55 g, 0.014 mole) was added to tetrahydrofuran (45 mL) with stirring under nitrogen. 4-(1-Aminoethyl)-1-benzyl-2-oxopyrrolidine (1.60 g, 0.0073 mole) was added in several portions over 30 minutes and the reaction was brought to reflux over 75 minutes. The reaction was refluxed 16 hours and cooled to room temperature. The reaction was treated with water (0.55 mL), 10% NaOH (0.55 mL), and water (1.65 mL) slowly dropwise and the solid filtered off and washed with dichlor...